From a dataset of the Open Reaction Database (ORD), a public repository of structured organic reaction records. describe an organic reaction: reactants, conditions, products, and yield Reactants: BrC=1C=C(C=C(C1)OC)C=1C=CC=2C(=NON2)C1 (5-(3-bromo-5-methoxyphenyl)benzofurazan), C[Sn](C=1C=CC=2N(C1)C=CN2)(C)C (6-(trimethylstannyl) imidazol[1,2-a]pyridine), C1(=CC=CC=C1)P(C1=CC=CC=C1)C1=CC=CC=C1 (triphenylphosphine), bis(dibenzylidineacetone)palladium(0), CN(C=O)C (dimethylformamide). Reaction conditions: temperature 125 celsius. Yields the product COC1=C(C=C(C=C1)C=1C=CC=2N(C1)C=CN2)C=2C=CC=1C(=NON1)C2 (6-[4-methoxy-3-(5-benzofurazanyl)phenyl]imidazo[1,2-a]pyridine). Reaction SMILES: Br[C:2]1[CH:3]=[C:4]([C:10]2[CH:11]=[CH:12][C:13]3[C:14]([CH:18]=2)=[N:15][O:16][N:17]=3)[CH:5]=[C:6](OC)[CH:7]=1.C[Sn](C)(C)[C:21]1[CH:22]=[CH:23][C:24]2[N:25]([CH:27]=[CH:28][N:29]=2)[CH:26]=1.C1(P(C2C=CC=CC=2)C2C=CC=CC=2)C=CC=CC=1.CN(C)[CH:53]=[O:54]>>[CH3:53][O:54][C:3]1[CH:2]=[CH:7][C:6]([C:21]2[CH:22]=[CH:23][C:24]3[N:25]([CH:27]=[CH:28][N:29]=3)[CH:26]=2)=[CH:5][C:4]=1[C:10]1[CH:11]=[CH:12][C:13]2[C:14]([CH:18]=1)=[N:15][O:16][N:17]=2. Procedure details: A stirred mixture of 5-(3-bromo-5-methoxyphenyl)benzofurazan (2.44 g, 8 mmol), 6-(trimethylstannyl) imidazol[1,2-a]pyridine (2.2 g, 7.9 mmol), triphenylphosphine (336 mg, 1.28 mmol), and bis(dibenzylidineacetone)palladium(0) (186 mg, 0.32 mmol) in dimethylformamide (60 mL) is heated at 125° C. under an argon atmosphere for 36 h. The solvent is evaporated off under reduced pressure to yield a crude product which is purified by chromatography (silica gel, 95% ethyl acetate/4.5% ethanol/0.5% aqueou... The reactants are C1(CC1)N(C(=O)[C@H]1CN(CC[C@@H]1C1=CC=C(C=C1)OCCOC1=C(C=C(C=C1Cl)C)Cl)C(=O)OC(C)(C)C)CC1=CC(=CC(=C1)CCCOC)O (tert-butyl(3R,4S)-3-({cyclopropyl[3-hydroxy-5-(3-methoxy-propyl)benzyl]amino}carbonyl)-4-{4-[2-(2,6-dichloro-4-methylphenoxy)ethoxy]-phenyl}piperidine-1-carboxylate), C(CCC)P(CCCC)CCCC (tri-n-butylphosphine), N(=NC(=O)N1CCCCC1)C(=O)N1CCCCC1 (1,1′-(azodicarbonyl)dipiperidine), OC[C@H]1[C@@H](C1)C(=O)OCC (ethyl (1R,2R)-2-(hydroxyl-methyl)cyclopropanecarboxylate). Run in C1(=CC=CC=C1)C (toluene), CCOC(=O)C.O (EtOAc water). Conditions: temperature 80 celsius, time 18 hour. The product is C1(CC1)N(C(=O)[C@H]1CN(CC[C@@H]1C1=CC=C(C=C1)OCCOC1=C(C=C(C=C1Cl)C)Cl)C(=O)OC(C)(C)C)CC1=CC(=CC(=C1)CCCOC)OC[C@H]1[C@@H](C1)C(=O)OCC (tert-Butyl (3R,4S)-3-({cyclopropyl[3-{[(1R,2R)-2-(ethoxycarbonyl)cyclo-propyl]methoxy}-5-(3-methoxypropyl)benzyl]amino}carbonyl)-4-{4-[2-(2,6-di-chloro-4-methylphenoxy)ethoxy]phenyl}piperidine-1-carboxylate). Reaction SMILES: [CH:1]1([N:4]([CH2:39][C:40]2[CH:45]=[C:44]([CH2:46][CH2:47][CH2:48][O:49][CH3:50])[CH:43]=[C:42]([OH:51])[CH:41]=2)[C:5]([C@@H:7]2[C@@H:12]([C:13]3[CH:18]=[CH:17][C:16]([O:19][CH2:20][CH2:21][O:22][C:23]4[C:28]([Cl:29])=[CH:27][C:26]([CH3:30])=[CH:25][C:24]=4[Cl:31])=[CH:15][CH:14]=3)[CH2:11][CH2:10][N:9]([C:32]([O:34][C:35]([CH3:38])([CH3:37])[CH3:36])=[O:33])[CH2:8]2)=[O:6])[CH2:3][CH2:2]1.N(C(N1CCCCC1)=O)=NC(N1CCCCC1)=O.O[CH2:71][C@@H:72]1[CH2:74][C@H:73]1[C:75]([O:77][CH2:78][CH3:79])=[O:76].C(P(CCCC)CCCC)CCC>C1(C)C=CC=CC=1.CCOC(C)=O.O>[CH:1]1([N:4]([CH2:39][C:40]2[CH:45]=[C:44]([CH2:46][CH2:47][CH2:48][O:49][CH3:50])[CH:43]=[C:42]([O:51][CH2:71][C@@H:72]3[CH2:74][C@H:73]3[C:75]([O:77][CH2:78][CH3:79])=[O:76])[CH:41]=2)[C:5]([C@@H:7]2[C@@H:12]([C:13]3[CH:14]=[CH:15][C:16]([O:19][CH2:20][CH2:21][O:22][C:23]4[C:28]([Cl:29])=[CH:27][C:26]([CH3:30])=[CH:25][C:24]=4[Cl:31])=[CH:17][CH:18]=3)[CH2:11][CH2:10][N:9]([C:32]([O:34][C:35]([CH3:38])([CH3:37])[CH3:36])=[O:33])[CH2:8]2)=[O:6])[CH2:3][CH2:2]1 |f:5.6|. Procedure details: To a solution of tert-butyl(3R,4S)-3-({cyclopropyl[3-hydroxy-5-(3-methoxy-propyl)benzyl]amino}carbonyl)-4-{4-[2-(2,6-dichloro-4-methylphenoxy)ethoxy]-phenyl}piperidine-1-carboxylate (1 eq.) from Example 1/Step 2 in toluene (0.1 M) was added 1,1′-(azodicarbonyl)dipiperidine (1.2 eq.), ethyl (1R,2R)-2-(hydroxyl-methyl)cyclopropanecarboxylate (2 eq.) from the previous step, and tri-n-butylphosphine (1.2 eq.). The reaction was heated to 80° C. and stirred for 18 h. While hot, the reaction was dilute... The reactants are CCOC(=O)CBr, COc1ccc2[nH]ncc2c1Br, O=C([O-])[O-], CN(C)C=O, [K+], [K+], O. Yields the product CCOC(=O)Cn1ncc2c(Br)c(OC)ccc21. RXN SMILES: [Br:13][CH2:14][C:15](=[O:16])[O:17][CH2:18][CH3:19].[Br:1][c:2]1[c:3]2[cH:4][n:5][nH:6][c:7]2[cH:8][cH:9][c:10]1[O:11][CH3:12].[C:20](=[O:21])([O-:22])[O-:23].[CH3:26][N:27]([CH3:28])[CH:29]=[O:30].[K+:24].[K+:25].[OH2:31]>>[Br:1][c:2]1[c:3]2[cH:4][n:5][n:6]([CH2:14][C:15](=[O:16])[O:17][CH2:18][CH3:19])[c:7]2[cH:8][cH:9][c:10]1[O:11][CH3:12]. The reactants are [Br-], CCOC(=O)Cl, CCCCCCCCCCCCCCc1ccc[nH]1, C[Mg+], [Cl-], [NH4+], O. Yields the product CCCCCCCCCCCCCCc1ccc(C(=O)OCC)[nH]1. RXN SMILES: [Br-:20].[C:23]([O:24][CH2:25][CH3:26])(=[O:27])[Cl:28].[CH2:1]([CH2:2][CH2:3][CH2:4][CH2:5][CH2:6][CH2:7][CH2:8][CH2:9][CH2:10][CH2:11][CH2:12][CH2:13][CH3:14])[c:15]1[nH:16][cH:17][cH:18][cH:19]1.[CH3:21][Mg+:22].[Cl-:29].[NH4+:30].[OH2:31]>>[CH2:1]([CH2:2][CH2:3][CH2:4][CH2:5][CH2:6][CH2:7][CH2:8][CH2:9][CH2:10][CH2:11][CH2:12][CH2:13][CH3:14])[c:15]1[nH:16][c:17]([C:23]([O:24][CH2:25][CH3:26])=[O:27])[cH:18][cH:19]1. Reported procedure: A mixture of 43.92 g of 2-methyl-3-(4-chlorobenzoyl)benzoyl chloride [prepared by process of French Patent No. 2,085,638], 450 ml of xylene, 4.5 g of barium sulfate containing 10% palladium and 0.4 ml of a solution prepared by refluxing 6 g of quinoline and 1 g of sulfur for 5 hours and diluting the product with 70 ml of xylene after cooling was stirred for 45 minutes at 130° C. while passing hydrogen therethrough. The mixture was stirred at 130° C. until hydrochloric acid evolution ceased and w... Conditions: temperature 130 celsius, time 45 minute. Yields the product CC1=C(C=O)C=CC=C1C(C1=CC=C(C=C1)Cl)=O (2-methyl-3-(4-chlorobenzoyl)-benzaldehyde). The yield is 62.7%. Run in C=1(C(=CC=CC1)C)C (xylene), C=1(C(=CC=CC1)C)C (xylene). The reactants are CC1=C(C(=O)Cl)C=CC=C1C(C1=CC=C(C=C1)Cl)=O (2-methyl-3-(4-chlorobenzoyl)benzoyl chloride), S(=O)(=O)([O-])[O-].[Ba+2] (barium sulfate), solution, Cl (hydrochloric acid), N1=CC=CC2=CC=CC=C12 (quinoline), [S] (sulfur), [H][H] (hydrogen). Reaction SMILES: [CH3:1][C:2]1[C:10]([C:11](=[O:19])[C:12]2[CH:17]=[CH:16][C:15]([Cl:18])=[CH:14][CH:13]=2)=[CH:9][CH:8]=[CH:7][C:3]=1[C:4](Cl)=[O:5].S([O-])([O-])(=O)=O.[Ba+2].N1C2C(=CC=CC=2)C=CC=1.[S].[H][H].Cl>C1(C)C(C)=CC=CC=1>[CH3:1][C:2]1[C:10]([C:11](=[O:19])[C:12]2[CH:17]=[CH:16][C:15]([Cl:18])=[CH:14][CH:13]=2)=[CH:9][CH:8]=[CH:7][C:3]=1[CH:4]=[O:5] |f:1.2,^3:35|.